From a dataset of the Open Reaction Database (ORD), a public repository of structured organic reaction records. describe an organic reaction: reactants, conditions, products, and yield Starting materials: FC(F)(F)C=1C=CC=C(Br)C1. Reagents/catalysts: N=1C=CC=CC1N2B(NC=3C=CC=CC32)B4NC=5C=CC=CC5N4C6=NC=CC=C6, O1B(OC(C)(C)C1(C)C)B2OC(C)(C)C(O2)(C)C, C[OH2+].C[OH2+].C1CC=CCCC=C1.C1CC=CCCC=C1.[Ir].[Ir]. Run in O(C)C1CCCC1. Run at temperature 100 celsius, time 16 hour. The product is FC(F)(F)C=1C=C(Br)C=C(C1)B2OC(C)(C)C(O2)(C)C. The yield is 99.0%. Reported procedure: The general procedure A was followed using 1-bromo-3-(trifluoromethyl)benzene (67.5 uL, 0.5 mmol) and B2pin2 (126.9 mg, 0.5 mmol, 1.0 eq.) as starting material. The resulting mixture was allowed to stir 16 hours at 100 oC. 5h was obtained as colorless oil (173.1 mg, 99%) after purification by silica gel flash chromatography (EtOAc/PE=1:30 v/v).